Dataset: the Open Reaction Database (ORD), a public repository of structured organic reaction records. Task: describe an organic reaction: reactants, conditions, products, and yield The reactants are FC1=CC=C(C=C1)N1N=CC2=C1C=C1CCN(C[C@]1(C2)C(=O)OC)S(=O)(=O)C2=CC(=C(C(=C2)F)F)F ((R)-methyl 1-(4-fluorophenyl)-6-((3,4,5-trifluorophenyl)sulfonyl)-4,4a,5,6,7,8-hexahydro-1H-pyrazolo[3,4-g]isoquinoline-4a-carboxylate), C[O-].[Na+] (sodium methoxide). Run in CS(=O)C (dimethyl sulphoxide). Reaction conditions: time 1 hour. The product is FC=1C=C(C=C(C1OC)F)S(=O)(=O)N1C[C@]2(CC3=C(C=C2CC1)N(N=C3)C3=CC=C(C=C3)F)C(=O)OC ((R)-methyl 6-((3,5-difluoro-4-methoxyphenyl)sulfonyl)-1-(4-fluorophenyl)-4,4a,5,6,7,8-hexahydro-1H-pyrazolo[3,4-g]isoquinoline-4a-carboxylate). Isolated yield 97.6%. RXN SMILES: [F:1][C:2]1[CH:7]=[CH:6][C:5]([N:8]2[C:12]3[CH:13]=[C:14]4[C@:19]([C:21]([O:23][CH3:24])=[O:22])([CH2:20][C:11]=3[CH:10]=[N:9]2)[CH2:18][N:17]([S:25]([C:28]2[CH:33]=[C:32]([F:34])[C:31](F)=[C:30]([F:36])[CH:29]=2)(=[O:27])=[O:26])[CH2:16][CH2:15]4)=[CH:4][CH:3]=1.[CH3:37][O-:38].[Na+]>CS(C)=O>[F:34][C:32]1[CH:33]=[C:28]([S:25]([N:17]2[CH2:16][CH2:15][C:14]3[C@:19]([C:21]([O:23][CH3:24])=[O:22])([CH2:20][C:11]4[CH:10]=[N:9][N:8]([C:5]5[CH:4]=[CH:3][C:2]([F:1])=[CH:7][CH:6]=5)[C:12]=4[CH:13]=3)[CH2:18]2)(=[O:27])=[O:26])[CH:29]=[C:30]([F:36])[C:31]=1[O:38][CH3:37] |f:1.2|. Procedure: To a solution of (R)-methyl 1-(4-fluorophenyl)-6-((3,4,5-trifluorophenyl)sulfonyl)-4,4a,5,6,7,8-hexahydro-1H-pyrazolo[3,4-g]isoquinoline-4a-carboxylate (150 mg, 0.288 mmol) in dimethyl sulphoxide (4 mL) was added sodium methoxide (25% in methanol) (65.8 μl, 0.288 mmol) dropwise. The reaction mixture was stirred at room temperature for 1 hour, then allowed to stand at room temperature overnight. The crude product was purified by column chromatography on silica gel (gradient: 0-50% ethyl acetate i... The reactants are aldehyde, C(C)(C)(C)NO (tert-butylhydroxylamine), ClC=1C=CC(=C(C=O)C1)O (5-chloro-2-hydroxybenzaldehyde). Reagents/catalysts: Cl (hydrochloric acid). Run in CO (MeOH). Yields the product ClC=1C=CC(=C(C1)C=[N+]([O-])C(C)(C)C)O (α-(5-Chloro-2-hydroxyphenyl)-N-tert-butylnitrone). Yield: 98.5%. As a reaction SMILES: [C:1]([NH:5][OH:6])([CH3:4])([CH3:3])[CH3:2].[Cl:7][C:8]1[CH:9]=[CH:10][C:11]([OH:16])=[C:12]([CH:15]=1)[CH:13]=O>CO.Cl>[Cl:7][C:8]1[CH:9]=[CH:10][C:11]([OH:16])=[C:12]([CH:13]=[N+:5]([C:1]([CH3:4])([CH3:3])[CH3:2])[O-:6])[CH:15]=1. Reported procedure: To a solution of tert-butylhydroxylamine (14.98 g, 168.4 mmol) in MeOH (160 mL) was added 5-chloro-2-hydroxybenzaldehyde (15.8 g, 129.5 mmol) and 3 drops of 37% hydrochloric acid. The resulting solution was refluxed through a Soxhlet apparatus containing molecular sieves (40 g) until no more aldehyde was detected by TLC. The solvent was removed in vacuo and the residue was recrystallized from EtOAc. The title compound was isolated in 98.5% yield as a crystalline solid, m.p. 143.4° C. (Rf=0.45 on... Reactants: CCO, COc1ccc2c(c1)C(=CC#N)C(c1ccccc1)C2, CCO, [Co], N. Product: COc1ccc2c(c1)C(=CCN)C(c1ccccc1)C2. Reaction SMILES: [CH2:21]([OH:22])[CH3:23].[CH3:1][O:2][c:3]1[cH:4][cH:5][c:6]2[c:10]([cH:11]1)[C:9](=[CH:12][C:13]#[N:14])[CH:8]([c:15]1[cH:16][cH:17][cH:18][cH:19][cH:20]1)[CH2:7]2.[CH3:25][CH2:26][OH:27].[Co:28].[NH3:24]>>[CH3:1][O:2][c:3]1[cH:4][cH:5][c:6]2[c:10]([cH:11]1)[C:9](=[CH:12][CH2:13][NH2:14])[CH:8]([c:15]1[cH:16][cH:17][cH:18][cH:19][cH:20]1)[CH2:7]2. Reactants: BrC1=C2C=CNC2=CC(=C1)N (4-Bromo-1H-indol-6-amine), CS(=O)(=O)Cl (methanesulfonyl chloride), 15b. Product: BrC1=C2C=CNC2=CC(=C1)NS(=O)(=O)C (N-(4-Bromo-1H-indol-6-yl)methanesulfonamide). Reaction SMILES: [Br:1][C:2]1[CH:10]=[C:9]([NH2:11])[CH:8]=[C:7]2[C:3]=1[CH:4]=[CH:5][NH:6]2.[CH3:12][S:13](Cl)(=[O:15])=[O:14]>>[Br:1][C:2]1[CH:10]=[C:9]([NH:11][S:13]([CH3:12])(=[O:15])=[O:14])[CH:8]=[C:7]2[C:3]=1[CH:4]=[CH:5][NH:6]2. Procedure details: 4-Bromo-1H-indol-6-amine (200 mg, 0.81 mmol) was treated with methanesulfonyl chloride (66 μl, 0.85 mmol) according to the method described in Preparation 15b. Reactants: OCCCC1=CC(=NC=C1)C#N (4-(3-hydroxypropyl)pyridine-2-carbonitrile), C1=CC=[NH+]C=C1.C1=CC=[NH+]C=C1.[O-][Cr](=O)(=O)O[Cr](=O)(=O)[O-] (PDC), O (H2O). Run in CN(C)C=O (DMF). Reaction conditions: time 16 hour. Yields the product C(#N)C1=NC=CC(=C1)CCC(=O)O (3-(2-Cyanopyridin-4-yl)propionic acid). RXN SMILES: [OH:1][CH2:2][CH2:3][CH2:4][C:5]1[CH:10]=[CH:9][N:8]=[C:7]([C:11]#[N:12])[CH:6]=1.C1C=C[NH+]=CC=1.C1C=C[NH+]=CC=1.[O-:25][Cr](O[Cr]([O-])(=O)=O)(=O)=O.O>CN(C=O)C>[C:11]([C:7]1[CH:6]=[C:5]([CH2:4][CH2:3][C:2]([OH:25])=[O:1])[CH:10]=[CH:9][N:8]=1)#[N:12] |f:1.2.3|. Procedure: A solution of K2CO3 (1.67 g, 12.1 mmol) in H2O (30 ml) was added to a stirred solution of 3-(2-cyanopyridin-4-yl)propyl acetate (4.94 g, 24.2 mmol) in MeOH (130 ml). After 25 min, the MeOH was removed under reduced pressure, then the aqueous phase was extracted three times with EtOAc. The combined organic extracts were dried (MgSO4), filtered, and concentrated to give a residue that was purified by column chromatography (IH-EtOAc, 1:3) to furnish 4-(3-hydroxypropyl)pyridine-2-carbonitrile: m/z (... The reactants are NC1=CC=2C3=C(C(NC2C=C1)=O)NC=C3.Cl.C(C)C(=O)O (8-amino-4-oxo-4,5-dihydro-3H-pyrrolo[2,3-c]quinoline 1-ethyl carboxylate hydrochloride), COC1=CC=C(C=C1)S(=O)(=O)Cl (4-methoxy-benzenesulfonyl chloride). Product: COC1=CC=C(C=C1)S(=O)(=O)NC1=CC=2C3=C(C(NC2C=C1)=O)NC=C3.C(C)C(=O)[O-] (8-(4-methoxy-benzenesulfonylamino)-4-oxo-4,5-dihydro-3H-pyrrolo[2,3-c]quinoline 1-ethyl carboxylate). Isolated yield 50.9%. RXN SMILES: [NH2:1][C:2]1[CH:11]=[CH:10][C:9]2[NH:8][C:7](=[O:12])[C:6]3[NH:13][CH:14]=[CH:15][C:5]=3[C:4]=2[CH:3]=1.Cl.[CH2:17]([C:19]([OH:21])=[O:20])[CH3:18].[CH3:22][O:23][C:24]1[CH:29]=[CH:28][C:27]([S:30](Cl)(=[O:32])=[O:31])=[CH:26][CH:25]=1>>[CH3:22][O:23][C:24]1[CH:25]=[CH:26][C:27]([S:30]([NH:1][C:2]2[CH:11]=[CH:10][C:9]3[NH:8][C:7](=[O:12])[C:6]4[NH:13][CH:14]=[CH:15][C:5]=4[C:4]=3[CH:3]=2)(=[O:32])=[O:31])=[CH:28][CH:29]=1.[CH2:17]([C:19]([O-:21])=[O:20])[CH3:18] |f:0.1.2,4.5|. Reported procedure: This compound is prepared according to synthesis 43, from 60 mg (0.20 mmol) of 8-amino-4-oxo-4,5-dihydro-3H-pyrrolo[2,3-c]quinoline-1-ethyl carboxylate hydrochloride (synthesis 64) and 44 mg (0.21 mmol) of 4-methoxy-benzenesulfonyl chloride. After recrystallization from methanol, 45 mg (53%) of 8-(4-methoxy-benzenesulfonylamino)-4-oxo-4,5-dihydro-3H-pyrrolo[2,3-c]quinoline-1-ethyl carboxylate is obtained in the form of a light brown solid. The reactants are CC1=C(C(=NO1)C1=CC=CC=C1)COC1=NC=C(C(=O)O)C=C1 (6-(5-methyl-3-phenyl-isoxazol-4-ylmethoxy)-nicotinic acid), NCCN1C(NCC1)=O (1-(2-aminoethyl)imidazolidin-2-one). Yields the product CC1=C(C(=NO1)C1=CC=CC=C1)COC1=NC=C(C(=O)NCCN2C(NCC2)=O)C=C1 (6-(5-Methyl-3-phenyl-isoxazol-4-ylmethoxy)-N-[2-(2-oxo-imidazolidin-1-yl)-ethyl]-nicotinamide). Isolated yield 64.0%. As a reaction SMILES: [CH3:1][C:2]1[O:6][N:5]=[C:4]([C:7]2[CH:12]=[CH:11][CH:10]=[CH:9][CH:8]=2)[C:3]=1[CH2:13][O:14][C:15]1[CH:23]=[CH:22][C:18]([C:19]([OH:21])=O)=[CH:17][N:16]=1.[NH2:24][CH2:25][CH2:26][N:27]1[CH2:31][CH2:30][NH:29][C:28]1=[O:32]>>[CH3:1][C:2]1[O:6][N:5]=[C:4]([C:7]2[CH:8]=[CH:9][CH:10]=[CH:11][CH:12]=2)[C:3]=1[CH2:13][O:14][C:15]1[CH:23]=[CH:22][C:18]([C:19]([NH:24][CH2:25][CH2:26][N:27]2[CH2:31][CH2:30][NH:29][C:28]2=[O:32])=[O:21])=[CH:17][N:16]=1. Procedure details: As described for example 191, 6-(5-methyl-3-phenyl-isoxazol-4-ylmethoxy)-nicotinic acid (200 mg, 0.65 mmol) was converted, using (1-(2-aminoethyl)imidazolidin-2-one instead of 2-aminoethyl isopropylether, to the title compound (175 mg, 64%) which was obtained as a white solid. MS: m/e=422.1 [M+H]+. The reactants are C(C)OC(CSC1=CN=C(S1)NC(=O)C1=CN(C2=CC(=CC=C12)C(F)(F)F)CC1CC1)=O ({2-[(1-Cyclopropylmethyl-6-trifluoromethyl-1H-indole-3-carbonyl)-amino]-thiazol-5-ylsulfanyl}-acetic acid ethyl ester), C1(CC1)CN1C=C(C2=CC=C(C=C12)F)C(=O)NC=1SC=C(N1)SCC(=O)O ({2-[(1-cyclopropylmethyl-6-fluoro-1H-indole-3-carbonyl)-amino]-thiazol-4-ylsulfanyl}-acetic acid). The product is C1(CC1)CN1C=C(C2=CC=C(C=C12)C(F)(F)F)C(=O)NC=1SC(=CN1)SCC(=O)O ({2-[(1-Cyclopropylmethyl-6-trifluoromethyl-1H-indole-3-carbonyl)-amino]-thiazol-5-ylsulfanyl}-acetic acid). RXN SMILES: C([O:3][C:4](=[O:32])[CH2:5][S:6][C:7]1[S:11][C:10]([NH:12][C:13]([C:15]2[C:23]3[C:18](=[CH:19][C:20]([C:24]([F:27])([F:26])[F:25])=[CH:21][CH:22]=3)[N:17]([CH2:28][CH:29]3[CH2:31][CH2:30]3)[CH:16]=2)=[O:14])=[N:9][CH:8]=1)C.C1(CN2C3C(=CC=C(F)C=3)C(C(NC3SC=C(SCC(O)=O)N=3)=O)=C2)CC1>>[CH:29]1([CH2:28][N:17]2[C:18]3[C:23](=[CH:22][CH:21]=[C:20]([C:24]([F:26])([F:27])[F:25])[CH:19]=3)[C:15]([C:13]([NH:12][C:10]3[S:11][C:7]([S:6][CH2:5][C:4]([OH:32])=[O:3])=[CH:8][N:9]=3)=[O:14])=[CH:16]2)[CH2:30][CH2:31]1. Procedure details: {2-[(1-Cyclopropylmethyl-6-trifluoromethyl-1H-indole-3-carbonyl)-amino]-thiazol-5-ylsulfanyl}-acetic acid ethyl ester was hydrolysed according to the procedure given in the procedure for the synthesis of {2-[(1-cyclopropylmethyl-6-fluoro-1H-indole-3-carbonyl)-amino]-thiazol-4-ylsulfanyl}-acetic acid